Dataset: the Open Reaction Database (ORD), a public repository of structured organic reaction records. Task: describe an organic reaction: reactants, conditions, products, and yield The reactants are BrC=1C=C2C(=CNC2=CC1Cl)C=O (5-bromo-6-chloro-1H-indole-3-carbaldehyde), OCC1=CC=C(C=C1)B(O)O (4-(hydroxymethyl)benzene boronic acid), C([O-])([O-])=O.[K+].[K+] (potassium carbonate). The reagents and catalysts are C1=CC=C(C=C1)P([C-]2C=CC=C2)C3=CC=CC=C3.C1=CC=C(C=C1)P([C-]2C=CC=C2)C3=CC=CC=C3.Cl[Pd]Cl.[Fe+2] ([1,1′-bis(diphenylphosphino)ferrocene]dichloropalladium(II)). The solvent is C1(=CC=CC=C1)C (toluene), CCO (EtOH), CCOC(=O)C.CCCCCCC (EtOAc heptane), CCOC(=O)C (EtOAc). Run at temperature 120 celsius, time 2.5 hour. Product: ClC1=C(C=C2C(=CNC2=C1)C=O)C1=CC=C(C=C1)CO (6-Chloro-5-(4-hydroxymethyl-phenyl)-1H-indole-3-carbaldehyde). Yield: 20.0%. RXN SMILES: Br[C:2]1[CH:3]=[C:4]2[C:8](=[CH:9][C:10]=1[Cl:11])[NH:7][CH:6]=[C:5]2[CH:12]=[O:13].[OH:14][CH2:15][C:16]1[CH:21]=[CH:20][C:19](B(O)O)=[CH:18][CH:17]=1.C(=O)([O-])[O-].[K+].[K+]>C1(C)C=CC=CC=1.CCO.CCOC(C)=O.CCOC(C)=O.CCCCCCC.C1C=CC(P(C2C=CC=CC=2)[C-]2C=CC=C2)=CC=1.C1C=CC(P(C2C=CC=CC=2)[C-]2C=CC=C2)=CC=1.Cl[Pd]Cl.[Fe+2]>[Cl:11][C:10]1[CH:9]=[C:8]2[C:4]([C:5]([CH:12]=[O:13])=[CH:6][NH:7]2)=[CH:3][C:2]=1[C:19]1[CH:20]=[CH:21][C:16]([CH2:15][OH:14])=[CH:17][CH:18]=1 |f:2.3.4,8.9,10.11.12.13|. Reported procedure: A mixture of 5-bromo-6-chloro-1H-indole-3-carbaldehyde (783 mg, 3.03 mmol), 4-(hydroxymethyl)benzene boronic acid (460 mg, 3.03 mmol), 2N aqueous potassium carbonate (6.4 mL, 13 mmol) in toluene (9 mL) and EtOH (13 mL) was degassed with N2 for 5 minutes, then treated with [1,1′-bis(diphenylphosphino)ferrocene]dichloropalladium(II) (247 mg, 0.30 mmol). The mixture was heated in a sealed tube to 120° C. and stirred for 2.5 hours. The reaction mixture was cooled to room temperature, diluted with Et... Starting materials: ClC1(C([C@@H]2CCC=C[C@H]12)=O)Cl ((1S,6R)-8,8-dichlorobicyclo[4.2.0]oct-2-en-7-one), CC=CCCCC(C)=O (oct-2-en-7-one), [BH4-].[Na+] (sodium borohydride). Solvent: CO (methanol). Run at temperature 25 celsius, time 1 hour. Product: ClC1([C@@H]([C@@H]2CCC=C[C@H]12)O)Cl ((1S,6R,7R)-8,8-dichlorobicyclo[4.2.0]oct-2-en-7-ol). Reaction SMILES: [Cl:1][C:2]1([Cl:11])[C@@H:9]2[C@@H:4]([CH2:5][CH2:6][CH:7]=[CH:8]2)[C:3]1=[O:10].CC=CCCCC(=O)C.[BH4-].[Na+]>CO>[Cl:1][C:2]1([Cl:11])[C@@H:9]2[C@@H:4]([CH2:5][CH2:6][CH:7]=[CH:8]2)[C@H:3]1[OH:10] |f:2.3|. Reported procedure: A solution of 3.0 g of (1S,6R)-8,8-dichlorobicyclo[4.2.0]oct-2-en-7-one, the compound of formula (XXXIX), prepared as shown in Preparation 22, is dissolved in 120 ml of methanol and treated at 0° C. with 1.2 g of sodium borohydride, and the mixture is stirred at 25° C. for 1 hour. The solvent is removed under reduced pressure and the residue partitioned between methylene chloride and water. The extract is dried over anhydrous sodium sulfate, filtered and the solvent removed under reduced pressur... RXN SMILES: C([O:4][C@@H:5]1[C@@H:10]([O:11]C(=O)C)[C@H:9]([O:15]C(=O)C)[C@@H:8]([CH2:19][O:20]C(=O)C)[O:7][C@H:6]1[O:24][C:25]1[C:29]([CH2:30][C:31]2[CH:36]=[CH:35][C:34]([O:37][CH2:38][CH2:39][CH2:40][NH2:41])=[CH:33][C:32]=2[CH3:42])=[C:28]([CH:43]([CH3:45])[CH3:44])[NH:27][N:26]=1)(=O)C.[NH2:46][CH2:47][CH2:48][OH:49].NCCN1CC[O:56][CH2:55]C1>>[C@@H:6]1([O:24][C:25]2[C:29]([CH2:30][C:31]3[CH:36]=[CH:35][C:34]([O:37][CH2:38][CH2:39][CH2:40][NH:41][C:55]([NH:46][CH2:47][CH2:48][OH:49])=[O:56])=[CH:33][C:32]=3[CH3:42])=[C:28]([CH:43]([CH3:45])[CH3:44])[NH:27][N:26]=2)[O:7][C@H:8]([CH2:19][OH:20])[C@@H:9]([OH:15])[C@H:10]([OH:11])[C@H:5]1[OH:4]. The reactants are C(C)(=O)O[C@H]1[C@@H](O[C@@H]([C@H]([C@@H]1OC(C)=O)OC(C)=O)COC(C)=O)OC1=NNC(=C1CC1=C(C=C(C=C1)OCCCN)C)C(C)C (3-(2,3,4,6-tetra-O-acetyl-β-D-glucopyranosyloxy)-4-{[4-(3-aminopropoxy)-2-methylphenyl]methyl}-5-isopropyl-1H-pyrazole), NCCO (2-aminoethanol), NCCN1CCOCC1 (4-(2-aminoethyl)morpholine). Yields the product [C@@H]1([C@H](O)[C@@H](O)[C@H](O)[C@H](O1)CO)OC1=NNC(=C1CC1=C(C=C(C=C1)OCCCNC(=O)NCCO)C)C(C)C (3-(β-D-Glucopyranosyloxy)-4-[(4-{3-[3-(2-hydroxyethyl)-ureido]propoxy}-2-methylphenyl)methyl]-5-isopropyl-1H-pyrazole). Procedure: The title compound was prepared in a similar manner to that described in Example 19 using 3-(2,3,4,6-tetra-O-acetyl-β-D-glucopyranosyloxy)-4-{[4-(3-aminopropoxy)-2-methylphenyl]methyl}-5-isopropyl-1H-pyrazole and 2-aminoethanol instead of 3-(2,3,4,6-tetra-O-acetyl-β-D-glucopyranosyloxy)-4-{[4-(3-aminopropoxy)phenyl]methyl}-5-isopropyl-1H-pyrazole and 4-(2-aminoethyl)morpholine, respectively. As a reaction SMILES: [N:1]([O-])=O.[Na+].S(=O)(=O)(O)O.[F:10][C:11]1[CH:17]=[C:16]([CH3:18])[C:15]([S:19][CH2:20][C:21]([F:24])([F:23])[F:22])=[CH:14][C:12]=1[NH2:13].O.O.[Sn](Cl)Cl.Cl.[OH-].[Na+]>C1(C)C=CC=CC=1.C(O)(=O)C>[F:10][C:11]1[CH:17]=[C:16]([CH3:18])[C:15]([S:19][CH2:20][C:21]([F:22])([F:24])[F:23])=[CH:14][C:12]=1[NH:13][NH2:1] |f:0.1,4.5.6,8.9|. Reaction conditions: temperature 20 celsius, time 3 hour. The product is FC1=C(C=C(C(=C1)C)SCC(F)(F)F)NN (2-fluoro-4-methyl-5-(2,2,2-trifluoroethylthio)phenylhydrazine). Run in C(C)(=O)O (acetic acid), C(C)(=O)O (acetic acid), C1(=CC=CC=C1)C (Toluene). Starting materials: FC1=C(N)C=C(C(=C1)C)SCC(F)(F)F (2-fluoro-4-methyl-5-(2,2,2-trifluoroethylthio)aniline), N(=O)[O-].[Na+] (sodium nitrite), S(O)(O)(=O)=O (sulfuric acid), O.O.[Sn](Cl)Cl (tin(II)chloride dihydrate), Cl (hydrochloric acid), [OH-].[Na+] (sodium hydroxide). Procedure details: 53 g of sodium nitrite was added to 300 ml of concentrated sulfuric acid at 50° C. or lower, and 300 ml of acetic acid was added dropwise at 50° C. or lower. To this mixed solution, 100 ml of an acetic acid solution of 182 g of 2-fluoro-4-methyl-5-(2,2,2-trifluoroethylthio)aniline was added dropwise over a period of 2 hours at 20° C. or lower, followed by stirring at 20° C. for 3 hours. The reaction mixture was added dropwise at 5° C. or lower to a mixed solution of 390 g of tin(II)chloride dihy... Yield: 91.5%. The reactants are CCOC(=O)C1=C(C)NC(C)=C(C(=O)OCC)C1c1ccccc1OCc1ccccc1, CCO. Yields the product CCOC(=O)C1=C(C)NC(C)=C(C(=O)OCC)C1c1ccccc1O. Reaction SMILES: [CH2:1]([c:2]1[cH:3][cH:4][cH:5][cH:6][cH:7]1)[O:8][c:9]1[c:10]([CH:15]2[C:16]([C:28](=[O:29])[O:30][CH2:31][CH3:32])=[C:17]([CH3:27])[NH:18][C:19]([CH3:26])=[C:20]2[C:21](=[O:22])[O:23][CH2:24][CH3:25])[cH:11][cH:12][cH:13][cH:14]1.[CH3:33][CH2:34][OH:35]>>[OH:8][c:9]1[c:10]([CH:15]2[C:16]([C:28](=[O:29])[O:30][CH2:31][CH3:32])=[C:17]([CH3:27])[NH:18][C:19]([CH3:26])=[C:20]2[C:21](=[O:22])[O:23][CH2:24][CH3:25])[cH:11][cH:12][cH:13][cH:14]1. Starting materials: ClC=1C=C(C=NC1N[C@H]1CN(CC1)C1CCCC1)\C=C(\C(=O)O)/F ((2Z)-3-(5-chloro-6-{[(3R)-1-cyclopentyl-3-pyrrolidinyl]amino}-3-pyridinyl)-2-fluoroacrylic acid), O1C(CCCC1)ON (O-(tetrahydro-2H-pyran-2-yl)hydroxylamine), C=1C=CC2=C(C1)N=NN2O (HOBt), CCN=C=NCCCN(C)C (EDCI). Run in CN(C)C=O (DMF), C(=O)(C)OCC.O (AcOEt-H2O). Run at time 15 hour. Yields the product ClC=1C=C(C=NC1N[C@H]1CN(CC1)C1CCCC1)\C=C(\C(=O)NOC1OCCCC1)/F ((2Z)-3-(5-chloro-6-{[(3R)-1-cyclopentyl-3-pyrrolidinyl]amino}-3-pyridinyl)-2-fluoro-N-(tetrahydro-2H-pyran-2-yloxy)acrylamide). Isolated yield 73.6%. Reaction SMILES: [Cl:1][C:2]1[CH:3]=[C:4](/[CH:19]=[C:20](\[F:24])/[C:21]([OH:23])=O)[CH:5]=[N:6][C:7]=1[NH:8][C@@H:9]1[CH2:13][CH2:12][N:11]([CH:14]2[CH2:18][CH2:17][CH2:16][CH2:15]2)[CH2:10]1.[O:25]1[CH2:30][CH2:29][CH2:28][CH2:27][CH:26]1[O:31][NH2:32].C1C=CC2N(O)N=NC=2C=1.CCN=C=NCCCN(C)C>CN(C=O)C.C(OCC)(C)=O.O>[Cl:1][C:2]1[CH:3]=[C:4](/[CH:19]=[C:20](\[F:24])/[C:21]([NH:32][O:31][CH:26]2[CH2:27][CH2:28][CH2:29][CH2:30][O:25]2)=[O:23])[CH:5]=[N:6][C:7]=1[NH:8][C@@H:9]1[CH2:13][CH2:12][N:11]([CH:14]2[CH2:18][CH2:17][CH2:16][CH2:15]2)[CH2:10]1 |f:5.6|. Procedure details: A mixture of (2Z)-3-(5-chloro-6-{[(3R)-1-cyclopentyl-3-pyrrolidinyl]amino}-3-pyridinyl)-2-fluoroacrylic acid (658 mg), O-(tetrahydro-2H-pyran-2-yl)hydroxylamine (229 mg), HOBt (264 mg) and EDCI (303 mg) in DMF (15 ml) was stirred at ambient temperature for 15 hours. The reaction mixture was poured into a mixture of AcOEt-H2O and the organic layer was washed with brine and dried over MgSO4. The solvent was evaporated in vacuo and the residue was chromatographed on silicagel eluting with AcOEt-MeO... Starting materials: C1CCOC1, O=Cc1cccc2cc[nH]c12, [H-], [Na+], CN(C)C=O, O, ClCc1cccc(C=Cc2ccc3ccccc3n2)c1. The product is O=Cc1cccc2ccn(Cc3cccc(C=Cc4ccc5ccccc5n4)c3)c12. As a reaction SMILES: [CH2:40]1[O:41][CH2:42][CH2:43][CH2:44]1.[CH:1](=[O:2])[c:3]1[cH:4][cH:5][cH:6][c:7]2[cH:8][cH:9][nH:10][c:11]12.[H-:12].[Na+:13].[O:35]=[CH:36][N:37]([CH3:38])[CH3:39].[OH2:34].[n:14]1[c:15]([CH:24]=[CH:25][c:26]2[cH:27][c:28]([CH2:29][Cl:30])[cH:31][cH:32][cH:33]2)[cH:16][cH:17][c:18]2[cH:19][cH:20][cH:21][cH:22][c:23]12>>[CH:1](=[O:2])[c:3]1[cH:4][cH:5][cH:6][c:7]2[cH:8][cH:9][n:10]([CH2:29][c:28]3[cH:27][c:26]([CH:25]=[CH:24][c:15]4[n:14][c:23]5[c:18]([cH:17][cH:16]4)[cH:19][cH:20][cH:21][cH:22]5)[cH:33][cH:32][cH:31]3)[c:11]12.